This data is from the Open Reaction Database (ORD), a public repository of structured organic reaction records. The task is: describe an organic reaction: reactants, conditions, products, and yield Starting materials: COc1ccc(CO)cc1, O=C(O)c1ccc(Cl)nc1, Cl, [H-], [Na+], CN(C)C=O, O. Yields the product COc1ccc(COc2ccc(C(=O)O)cn2)cc1. As a reaction SMILES: [CH3:1][O:2][c:3]1[cH:4][cH:5][c:6]([CH2:7][OH:8])[cH:9][cH:10]1.[Cl:13][c:14]1[n:15][cH:16][c:17]([C:18](=[O:19])[OH:20])[cH:21][cH:22]1.[ClH:23].[H-:11].[Na+:12].[O:24]=[CH:25][N:26]([CH3:27])[CH3:28].[OH2:29]>>[CH3:1][O:2][c:3]1[cH:4][cH:5][c:6]([CH2:7][O:8][c:14]2[n:15][cH:16][c:17]([C:18](=[O:19])[OH:20])[cH:21][cH:22]2)[cH:9][cH:10]1. Reactants: CC(=O)O, COc1ccc(Oc2cnc(N)nc2N)c(C(C)C)c1, ClI, [Na+], O, O=S([O-])O. Yields the product COc1cc(C(C)C)c(Oc2cnc(N)nc2N)cc1I. Reaction SMILES: [CH3:29][C:30](=[O:31])[OH:32].[CH:1]([CH3:2])([CH3:3])[c:4]1[c:5]([O:6][c:7]2[c:8]([NH2:14])[n:9][c:10]([NH2:13])[n:11][cH:12]2)[cH:15][cH:16][c:17]([O:19][CH3:20])[cH:18]1.[I:22][Cl:23].[Na+:28].[OH2:21].[S:24](=[O:25])([OH:26])[O-:27]>>[CH:1]([CH3:2])([CH3:3])[c:4]1[c:5]([O:6][c:7]2[c:8]([NH2:14])[n:9][c:10]([NH2:13])[n:11][cH:12]2)[cH:15][c:16]([I:22])[c:17]([O:19][CH3:20])[cH:18]1. Solvent: C1(=CC=CC=C1)C (toluene). Conditions: temperature 60 celsius, time 1.5 hour. Product: ClC1=CC=C(C=C1)C(CO)(CN1N=CN=C1)O (2-(4-CHLOROPHENYL)-3-(1H-1,2,4-TRIAZOL-1-YL)-1,2-PROPANEDIOL). Reported procedure: To a stirred solution of p-chlorophenacyl-1H-1,2,4-triazole (10.3 g, 40 mmol) in 65 mL of toluene and 65 mL of 20% w/w NaOH at 60° C., add trimethylsulfoxonium iodide (8.84 g, 40 mmol) and cetrimide (0.39 g). Continue to stir the so-formed mixture at 60° C. for 1.5 h. Separate the toluene layer, add 20 mL of H2O to the aqueous layer and extract with two 100 mL portions of ethyl acetate (EtOAc). Combine both the toluene and EtOAc layers, dry oyer MgSO4, filter, and evaporate off the solvents. Add... Starting materials: ClC1=CC=C(C(CN2N=CN=C2)=O)C=C1 (p-chlorophenacyl-1H-1,2,4-triazole), [OH-].[Na+] (NaOH), [I-].C[S+](=O)(C)C (trimethylsulfoxonium iodide), CCCCCCCCCCCCCC[N+](C)(C)C (cetrimide). As a reaction SMILES: [Cl:1][C:2]1[CH:15]=[CH:14][C:5]([C:6](=[O:13])[CH2:7][N:8]2[CH:12]=[N:11][CH:10]=[N:9]2)=[CH:4][CH:3]=1.[OH-:16].[Na+].[I-].[CH3:19][S+](C)(C)=O.CCCCCCCCCCCCCC[N+](C)(C)C>C1(C)C=CC=CC=1>[Cl:1][C:2]1[CH:3]=[CH:4][C:5]([C:6]([OH:13])([CH2:7][N:8]2[CH:12]=[N:11][CH:10]=[N:9]2)[CH2:19][OH:16])=[CH:14][CH:15]=1 |f:1.2,3.4|. The reactants are C(C)C=1C=C(C=CC1)O (3-ethylphenol), FC=1C=C(C(=O)Cl)C=CC1 (3-fluorobenzoyl chloride), [Cl-].[Al+3].[Cl-].[Cl-] (aluminium chloride). The solvent is ClC(C(Cl)Cl)Cl (1,1,2,2-tetrachloroethane). Reaction conditions: temperature 105 celsius. Yields the product C(C)C1=CC(=C(C(=O)C2=CC(=CC=C2)F)C=C1)O (4-Ethyl-3'-fluoro-2-hydroxybenzophenone). RXN SMILES: [CH2:1]([C:3]1[CH:4]=[C:5]([OH:9])[CH:6]=[CH:7][CH:8]=1)[CH3:2].[F:10][C:11]1[CH:12]=[C:13]([CH:17]=[CH:18][CH:19]=1)[C:14](Cl)=[O:15].[Cl-].[Al+3].[Cl-].[Cl-]>ClC(Cl)C(Cl)Cl>[CH2:1]([C:3]1[CH:8]=[CH:7][C:6]([C:14]([C:13]2[CH:17]=[CH:18][CH:19]=[C:11]([F:10])[CH:12]=2)=[O:15])=[C:5]([OH:9])[CH:4]=1)[CH3:2] |f:2.3.4.5|. Procedure details: This compound was prepared from 3-ethylphenol (12.2 g), 3-fluorobenzoyl chloride (17.5 g) and aluminium chloride (26.7 g) in 1,1,2,2-tetrachloroethane (75 ml) using the same conditions as in Example 2, but heating under reflux, not at 105° C. The product was purified by chromatography on a silica column m.p. between 0° and 20° C. ηo22 1.5962. The same product was obtained using the method of Example 4. Starting materials: C(C(=C)C)(=O)NCC(=O)N[C@@H](CC1=CC=CC=C1)C(=O)NCCC1=CNC=N1 (N(N'-(methacryloyl)glycyl)-L-phenylalanylhistamine), NCCC1=CNC=N1 (histamine), NCCC1=CNC=N1 (histamine). Procedure: N-(Phenylalanyl)histamine was prepared by the method described by H. Arold and L. Rietschel (Z. Chem. 1969, 9, 144) and used in the polymeranalogous reaction with the copolymer KoII described in Example 1. The copolymer (KoV) was obtained which contained 1.1% of N(N'-(methacryloyl)glycyl)-L-phenylalanylhistamine units. It was incubated with chymotrypsin by the method described in Example 1. The released histamine was determined according P. A. Shore, A. Burkhalter and V. H. Cohn, Jr. (J. Pharmac... Yields the product N[C@@H](CC1=CC=CC=C1)C(=O)NCCC1=CNC=N1 (N-(Phenylalanyl)histamine). As a reaction SMILES: C(NCC([NH:10][C@H:11]([C:19]([NH:21][CH2:22][CH2:23][C:24]1[N:28]=[CH:27][NH:26][CH:25]=1)=[O:20])[CH2:12][C:13]1[CH:18]=[CH:17][CH:16]=[CH:15][CH:14]=1)=O)(=O)C(C)=C.NCCC1N=CNC=1>>[NH2:10][C@H:11]([C:19]([NH:21][CH2:22][CH2:23][C:24]1[N:28]=[CH:27][NH:26][CH:25]=1)=[O:20])[CH2:12][C:13]1[CH:18]=[CH:17][CH:16]=[CH:15][CH:14]=1. Conditions: time 80 minute. The reactants are CN(C)CC1=CC=2CN(CCC2O1)C(CCCCCC1=CC=C(C=C1)F)=O (1-(2-Dimethylaminomethyl-6,7-dihydro-4H-furo[3,2-c]pyridin-5-yl)-6-(4-fluorophenyl)hexan-1-one), Cl (hydrogen chloride). The solvent is CO (methanol), C(C)(=O)OCC (ethyl acetate). The product is Cl.CN(C)CC1=CC=2CN(CCC2O1)C(CCCCCC1=CC=C(C=C1)F)=O (1-(2-dimethylaminomethyl-6,7-dihydro-4H-furo[3,2-c]pyridin-5-yl)-6-(4-fluorophenyl)hexan-1-one hydrochloride). RXN SMILES: [CH3:1][N:2]([CH2:4][C:5]1[O:13][C:12]2[CH2:11][CH2:10][N:9]([C:14](=[O:27])[CH2:15][CH2:16][CH2:17][CH2:18][CH2:19][C:20]3[CH:25]=[CH:24][C:23]([F:26])=[CH:22][CH:21]=3)[CH2:8][C:7]=2[CH:6]=1)[CH3:3].[ClH:28]>CO.C(OCC)(=O)C>[ClH:28].[CH3:1][N:2]([CH2:4][C:5]1[O:13][C:12]2[CH2:11][CH2:10][N:9]([C:14](=[O:27])[CH2:15][CH2:16][CH2:17][CH2:18][CH2:19][C:20]3[CH:21]=[CH:22][C:23]([F:26])=[CH:24][CH:25]=3)[CH2:8][C:7]=2[CH:6]=1)[CH3:3] |f:4.5|. Procedure: 1-(2-Dimethylaminomethyl-6,7-dihydro-4H-furo[3,2-c]pyridin-5-yl)-6-(4-fluorophenyl)hexan-1-one 0.231 g was dissolved in 2 ml of methanol; hydrogen chloride in ethyl acetate was added in excess, followed by stirring. This mixture was concentrated and washed with diethyl ether to yield the desired product. The reactants are C(C)(C)(C)OC(=O)N[C@H](CC(=O)OC)CI (Methyl(3R)-3-(tert-butoxycarbonylamino)-4-iodo-butanoate), C1(=C(C=CC=C1)P(C1=C(C=CC=C1)C)C1=C(C=CC=C1)C)C (tris(o-tolyl)phosphine), IC=1C=C(N)C=CC1OC (3-iodo-4-methoxy-aniline), tris(benzylideneacetone)dipalladium. Reagents/catalysts: [Zn] (zinc). The product is NC=1C=CC(=C(C1)C[C@@H](CC(=O)OC)NC(=O)OC(C)(C)C)OC (Methyl(3S)-4-(5-amino-2-methoxy-phenyl)-3-(tert-butoxycarbonylamino)-butanoate). Yield: 66.0%. Reaction SMILES: [C:1]([O:5][C:6]([NH:8][C@@H:9]([CH2:15]I)[CH2:10][C:11]([O:13][CH3:14])=[O:12])=[O:7])([CH3:4])([CH3:3])[CH3:2].I[C:18]1[CH:19]=[C:20]([CH:22]=[CH:23][C:24]=1[O:25][CH3:26])[NH2:21].C1(C)C=CC=CC=1P(C1C=CC=CC=1C)C1C=CC=CC=1C>[Zn]>[NH2:21][C:20]1[CH:19]=[CH:18][C:24]([O:25][CH3:26])=[C:23]([CH2:15][C@H:9]([NH:8][C:6]([O:5][C:1]([CH3:4])([CH3:3])[CH3:2])=[O:7])[CH2:10][C:11]([O:13][CH3:14])=[O:12])[CH:22]=1. Reported procedure: Following the General Procedure of Description 15 (Part A), the zinc insertion product of (5c) was used in situ to cross couple with commercial 3-iodo-4-methoxy-aniline (249 mg, 1.0 mmol) in the presence of tris(benzylideneacetone)dipalladium (Pd2(dba)3) (23 mg, 0.025 mmol, 2.5 mol-%) and tris(o-tolyl)phosphine (P(o-tol)3) (30 mg, 0.10 mmol, 10 mol-%) in anhydrous degassed DMF (3 mL). Filtration, aqueous work-up, and purification by silica gel column chromatography with ethyl acetate (EtOAc)/hex...